Dataset: the Open Reaction Database (ORD), a public repository of structured organic reaction records. Task: describe an organic reaction: reactants, conditions, products, and yield Reactants: N=C1NC(C2=CC=CC=C12)=O (3-imino-2,3-dihydro-isoindol-1-one), Cl.Cl.C(#N)C1(CCN(CC1)CCC)NC(C(CC(C)(C)C)N)=O (2-amino-4,4-dimethyl-pentanoic acid (4-cyano-1-propyl-piperidin-4-yl)amide bis hydrochloride salt). Yields the product C(#N)C1(CCN(CC1)CCC)NC(C(CC(C)(C)C)NC1=NC(C2=CC=CC=C12)=O)=O (4,4-Dimethyl-2-(3-oxo-3H-isoindol-1-ylamino)-pentanoicacid-(4-cyano-1-propyl-piperidin-4-yl)-amide). As a reaction SMILES: [NH:1]=[C:2]1[C:10]2[C:5](=[CH:6][CH:7]=[CH:8][CH:9]=2)[C:4](=[O:11])[NH:3]1.Cl.Cl.[C:14]([C:16]1([NH:25][C:26](=[O:34])[CH:27](N)[CH2:28][C:29]([CH3:32])([CH3:31])[CH3:30])[CH2:21][CH2:20][N:19]([CH2:22][CH2:23][CH3:24])[CH2:18][CH2:17]1)#[N:15]>>[C:14]([C:16]1([NH:25][C:26](=[O:34])[CH:27]([NH:1][C:2]2[C:10]3[C:5](=[CH:6][CH:7]=[CH:8][CH:9]=3)[C:4](=[O:11])[N:3]=2)[CH2:28][C:29]([CH3:32])([CH3:31])[CH3:30])[CH2:21][CH2:20][N:19]([CH2:22][CH2:23][CH3:24])[CH2:18][CH2:17]1)#[N:15] |f:1.2.3|. Procedure: The title compound was prepared from 3-imino-2,3-dihydro-isoindol-1-one and 2-amino-4,4-dimethyl-pentanoic acid (4-cyano-1-propyl-piperidin-4-yl)amide bis hydrochloride salt according to the procedure from Example 15. MS, m/z 424.5=M+1. Starting materials: O=C([O-])[O-], C=CCBr, CN(C)C=O, [K+], [K+], COC(=O)c1ccc(-c2ccc(O)cc2)cc1. Product: C=CCOc1ccc(-c2ccc(C(=O)OC)cc2)cc1. As a reaction SMILES: [C:18](=[O:19])([O-:20])[O-:21].[CH2:24]([CH:25]=[CH2:26])[Br:27].[CH3:28][N:29]([CH3:30])[CH:31]=[O:32].[K+:22].[K+:23].[OH:1][c:2]1[cH:3][cH:4][c:5](-[c:8]2[cH:9][cH:10][c:11]([C:12](=[O:13])[O:14][CH3:15])[cH:16][cH:17]2)[cH:6][cH:7]1>>[O:1]([c:2]1[cH:3][cH:4][c:5](-[c:8]2[cH:9][cH:10][c:11]([C:12](=[O:13])[O:14][CH3:15])[cH:16][cH:17]2)[cH:6][cH:7]1)[CH2:26][CH:25]=[CH2:24].